From a dataset of the Open Reaction Database (ORD), a public repository of structured organic reaction records. describe an organic reaction: reactants, conditions, products, and yield The reactants are CCOC(=O)CCc1ccc(Nc2ccc([N+](=O)[O-])cn2)c(OC)c1, CI, CN(C)C=O. Product: CCOC(=O)CCc1ccc(N(C)c2ccc([N+](=O)[O-])cn2)c(OC)c1. Reaction SMILES: [CH3:1][O:2][c:3]1[cH:4][c:5]([CH2:19][CH2:20][C:21](=[O:22])[O:23][CH2:24][CH3:25])[cH:6][cH:7][c:8]1[NH:9][c:10]1[n:11][cH:12][c:13]([N+:16](=[O:17])[O-:18])[cH:14][cH:15]1.[CH3:26][I:27].[O:28]=[CH:29][N:30]([CH3:31])[CH3:32]>>[CH3:1][O:2][c:3]1[cH:4][c:5]([CH2:19][CH2:20][C:21](=[O:22])[O:23][CH2:24][CH3:25])[cH:6][cH:7][c:8]1[N:9]([c:10]1[n:11][cH:12][c:13]([N+:16](=[O:17])[O-:18])[cH:14][cH:15]1)[CH3:26]. Conditions: temperature 25 celsius, time 2 hour. Yields the product COc1ccc(N(C)C(=O)c2ccc([N+](=O)[O-])s2)cc1. Yield: 58.7%. Reactants: O=C(O)c1ccc([N+](=O)[O-])s1, CNc1ccc(OC)cc1. The solvent is CN(C)C=O (DMF), CN(C)C=O (DMF), CN(C)C=O (DMF), CN(C)C=O (DMF), CN(C)C=O (DMF), CN(C)C=O (DMF). The reagents and catalysts are C1CCN(C1)[P+](N2CCCC2)(N3CCCC3)ON4C5=C(C=CC(=C5)Cl)N=N4.F[P-](F)(F)(F)(F)F (PyClocK), CCN(C(C)C)C(C)C (DIPEA). Reaction SMILES: CNc1ccc(OC)cc1.O=C(O)c1ccc([N+](=O)[O-])s1.C1CCN(C1)[P+](N2CCCC2)(N3CCCC3)ON4C5=C(C=CC(=C5)Cl)N=N4.F[P-](F)(F)(F)(F)F.CCN(C(C)C)C(C)C.CN(C)C=O>>COc1ccc(N(C)C(=O)c2ccc([N+](=O)[O-])s2)cc1.